Dataset: the Open Reaction Database (ORD), a public repository of structured organic reaction records. Task: describe an organic reaction: reactants, conditions, products, and yield The reactants are C(=O)(OC(C)(C)C)N([C@@H]([C@@H](C)CC)CO)C (Boc-N-methyl-isoleucinol), C(=O)(O)[O-].[Na+] (NaHCO3), [K+].[Br-] (KBr), 2,2,6,6-tetramethyl-piperidin-1-oxyl, Cl[O-].[Na+] (sodium hypochlorite), [O-]Cl.[Na+] (NaOCl). Run in O (water), ClCCl (dichloromethane). Run at temperature 0 celsius, time 2.5 hour. Product: C(C)(C)(C)OC(N(C)[C@@H]([C@H](CC)C)C=O)=O ((1S,2S)-(1-Formyl-2-methyl-butyl)-methyl-carbamic Acid tert-butyl Ester). Isolated yield 97.3%. Reaction SMILES: [C:1]([N:8]([CH3:16])[C@H:9]([CH2:14][OH:15])[C@H:10]([CH2:12][CH3:13])[CH3:11])([O:3][C:4]([CH3:7])([CH3:6])[CH3:5])=[O:2].C([O-])(O)=O.[Na+].[K+].[Br-].Cl[O-].[Na+]>ClCCl.O>[C:4]([O:3][C:1](=[O:2])[N:8]([C@H:9]([CH:14]=[O:15])[C@@H:10]([CH3:11])[CH2:12][CH3:13])[CH3:16])([CH3:5])([CH3:7])[CH3:6] |f:1.2,3.4,5.6|. Reported procedure: To a solution of 37.0 g Boc-N-methyl-isoleucinol (160 mmol) in 160 ml dichloromethane was added a solution of 5.4 g NaHCO3 (64 mmol) and 1.9 g KBr (16 mmol) in 160 ml deionized water. The reaction mixture was cooled to 0° C. and after the addition of 125 mg 2,2,6,6-tetramethyl-piperidin-1-oxyl (TEMPO, 0.8 mmol), 122.6 g 10.2% aqueous sodium hypochlorite (176 mmol Cl2) were added under stirring over 2.5 h at 0-5°. After additional stirring for 30 min the excess of NaOCl was destroyed by the addit...